From a dataset of the Open Reaction Database (ORD), a public repository of structured organic reaction records. describe an organic reaction: reactants, conditions, products, and yield Reactants: COC1C(OC(C)=O)C(COC(C)=O)OC(OC(C)=O)C1OC(C)=O, O=C([O-])O, CCS, Cc1ccccc1, [Na+]. Yields the product CCSC1OC(COC(C)=O)C(OC(C)=O)C(OC)C1OC(C)=O. As a reaction SMILES: [C:1]([O:2][CH:5]1[CH:6]([O:7][C:8]([CH3:9])=[O:10])[CH:11]([O:12][CH3:13])[CH:14]([O:15][C:16]([CH3:17])=[O:18])[CH:19]([CH2:21][O:22][C:23]([CH3:24])=[O:25])[O:20]1)(=[O:3])[CH3:4].[C:29](=[O:30])([O-:31])[OH:32].[CH2:26]([CH3:27])[SH:28].[CH3:34][c:35]1[cH:36][cH:37][cH:38][cH:39][cH:40]1.[Na+:33]>>[CH:5]1([S:28][CH2:26][CH3:27])[CH:6]([O:7][C:8]([CH3:9])=[O:10])[CH:11]([O:12][CH3:13])[CH:14]([O:15][C:16]([CH3:17])=[O:18])[CH:19]([CH2:21][O:22][C:23]([CH3:24])=[O:25])[O:20]1. The reactants are Cc1nc(-c2ccc(OCc3ccccc3)cc2)c(-c2ccncc2)o1, CO, O=C[O-], [NH4+], [OH-], [OH-], [Pd+2]. Yields the product Cc1nc(-c2ccc(O)cc2)c(-c2ccncc2)o1. RXN SMILES: [CH2:1]([c:2]1[cH:3][cH:4][cH:5][cH:6][cH:7]1)[O:8][c:9]1[cH:10][cH:11][c:12](-[c:15]2[n:16][c:17]([CH3:26])[o:18][c:19]2-[c:20]2[cH:21][cH:22][n:23][cH:24][cH:25]2)[cH:13][cH:14]1.[CH3:31][OH:32].[CH:27]([O-:28])=[O:29].[NH4+:30].[OH-:33].[OH-:34].[Pd+2:35]>>[OH:8][c:9]1[cH:10][cH:11][c:12](-[c:15]2[n:16][c:17]([CH3:26])[o:18][c:19]2-[c:20]2[cH:21][cH:22][n:23][cH:24][cH:25]2)[cH:13][cH:14]1. Reactants: CCOC(=O)C(C)=O, CO, Nc1ccc(F)c(F)c1F, [H][H], [Mg+2], O=S(=O)([O-])[O-]. The product is CCOC(=O)C(C)Nc1ccc(F)c(F)c1F. RXN SMILES: [C:11]([C:12](=[O:13])[CH3:14])(=[O:15])[O:16][CH2:17][CH3:18].[CH3:27][OH:28].[F:1][c:2]1[c:3]([NH2:4])[cH:5][cH:6][c:7]([F:10])[c:8]1[F:9].[H:25][H:26].[Mg+2:19].[O-:20][S:21](=[O:22])(=[O:23])[O-:24]>>[F:1][c:2]1[c:3]([NH:4][CH:12]([C:11](=[O:15])[O:16][CH2:17][CH3:18])[CH3:14])[cH:5][cH:6][c:7]([F:10])[c:8]1[F:9]. Starting materials: [Al+3], C1CCOC1, CO, CCOC(C)=O, O=C(Cl)c1cc(C(F)(F)F)n[nH]1, [H-], [H-], [H-], [H-], [Li+]. The product is OCc1cc(C(F)(F)F)n[nH]1. RXN SMILES: [Al+3:14].[CH2:27]1[O:28][CH2:29][CH2:30][CH2:31]1.[CH3:19][OH:20].[CH3:21][CH2:22][O:23][C:24]([CH3:25])=[O:26].[F:1][C:2]([c:3]1[n:4][nH:5][c:6]([C:8](=[O:9])[Cl:10])[cH:7]1)([F:11])[F:12].[H-:13].[H-:16].[H-:17].[H-:18].[Li+:15]>>[F:1][C:2]([c:3]1[n:4][nH:5][c:6]([CH2:8][OH:9])[cH:7]1)([F:11])[F:12]. Starting materials: C[Si](C)(C)[N-][Si](C)(C)C.[K+] (KHMDS), NC1=C(C=C2CCC(NC2=C1)=O)Br (7-Amino-6-bromo-3,4-dihydro-1H-quinolin-2-one), CI (CH3I). Run in C1CCOC1 (THF). Reaction conditions: temperature 0 celsius, time 12 hour. The product is NC1=C(C=C2CCC(N(C2=C1)C)=O)Br (7-amino-6-bromo-1-methyl-3,4-dihydro-1H-quinolin-2-one). Yield: 89.5%. RXN SMILES: [NH2:1][C:2]1[CH:11]=[C:10]2[C:5]([CH2:6][CH2:7][C:8](=[O:12])[NH:9]2)=[CH:4][C:3]=1[Br:13].[CH3:14][Si]([N-][Si](C)(C)C)(C)C.[K+].CI>C1COCC1>[NH2:1][C:2]1[CH:11]=[C:10]2[C:5]([CH2:6][CH2:7][C:8](=[O:12])[N:9]2[CH3:14])=[CH:4][C:3]=1[Br:13] |f:1.2|. Procedure details: 7-Amino-6-bromo-3,4-dihydro-1H-quinolin-2-one 280 mg (1.16 mmol) was dissolved in 8 ml THF and cooled to 0° C. KHMDS (2.56 ml, 1.27 mmol, 0.5 M in toluene) was then added dropwise, followed by dropwise addition of 80 ml (1.27 mmol) CH3I. The mixture was stirred for 12 hours, then partitioned between ethyl acetate and brine. The organic layer was dried over MgSO4 filtered and concentrated under reduced pressure. Purification by column chromatography, eluting with 75% ethyl acetate/hexanes, provid... The solvent is C1CCOC1 (THF). Procedure: Prepared in a manner similar to that described for E1 using sodium hydride (6.46 mg, 0.162 mmol), 5-(hydroxymethyl)-2-(3-(trifluoromethyl)phenoxy)nicotinonitrile (31.7 mg, 0.108 mmol) in THF (8 mL) and 7-chloro-1-methyl-2,3-dihydroimidazo[1,2-c]pyrimidin-5(1H)-one (20 mg, 0.11 mmol). The product is CN1CCN2C(N=C(C=C21)OCC=2C=NC(=C(C#N)C2)OC2=CC(=CC=C2)C(F)(F)F)=O (5-(((1-methyl-5-oxo-1,2,3,5-tetrahydroimidazo[1,2-c]pyrimidin-7-yl)oxy)methyl)-2-(3-(trifluoromethyl)phenoxy)nicotinonitrile). Reactants: E1, ClC=1C=C2N(C(N1)=O)CCN2C (7-chloro-1-methyl-2,3-dihydroimidazo[1,2-c]pyrimidin-5(1H)-one), [H-].[Na+] (sodium hydride), OCC=1C=NC(=C(C#N)C1)OC1=CC(=CC=C1)C(F)(F)F (5-(hydroxymethyl)-2-(3-(trifluoromethyl)phenoxy)nicotinonitrile). Reaction SMILES: [H-].[Na+].[OH:3][CH2:4][C:5]1[CH:6]=[N:7][C:8]([O:13][C:14]2[CH:19]=[CH:18][CH:17]=[C:16]([C:20]([F:23])([F:22])[F:21])[CH:15]=2)=[C:9]([CH:12]=1)[C:10]#[N:11].Cl[C:25]1[CH:26]=[C:27]2[N:34]([CH3:35])[CH2:33][CH2:32][N:28]2[C:29](=[O:31])[N:30]=1>C1COCC1>[CH3:35][N:34]1[C:27]2[N:28]([C:29](=[O:31])[N:30]=[C:25]([O:3][CH2:4][C:5]3[CH:6]=[N:7][C:8]([O:13][C:14]4[CH:19]=[CH:18][CH:17]=[C:16]([C:20]([F:23])([F:21])[F:22])[CH:15]=4)=[C:9]([CH:12]=3)[C:10]#[N:11])[CH:26]=2)[CH2:32][CH2:33]1 |f:0.1|. Reactants: N#C[Zn]C#N, CN(C)C=O, C[Si](C)(C)CCOCn1cc(I)c2nc(-c3cnc(S(C)(=O)=O)nc3NC3CCCN(S(C)(=O)=O)C3)cnc21, O=C(C=Cc1ccccc1)C=Cc1ccccc1, O=C(C=Cc1ccccc1)C=Cc1ccccc1, O=C(C=Cc1ccccc1)C=Cc1ccccc1, O, [Pd], [Pd]. The product is C[Si](C)(C)CCOCn1cc(C#N)c2nc(-c3cnc(S(C)(=O)=O)nc3NC3CCCN(S(C)(=O)=O)C3)cnc21. Reaction SMILES: [C:40](#[N:41])[Zn:42][C:43]#[N:44].[CH3:45][N:46]([CH3:47])[CH:48]=[O:49].[I:1][c:2]1[cH:3][n:4]([CH2:32][O:33][CH2:34][CH2:35][Si:36]([CH3:37])([CH3:38])[CH3:39])[c:5]2[n:6][cH:7][c:8](-[c:11]3[c:12]([NH:21][CH:22]4[CH2:23][N:24]([S:28](=[O:29])(=[O:30])[CH3:31])[CH2:25][CH2:26][CH2:27]4)[n:13][c:14]([S:17](=[O:18])(=[O:19])[CH3:20])[n:15][cH:16]3)[n:9][c:10]12.[O:53]=[C:54]([CH:55]=[CH:56][c:57]1[cH:58][cH:59][cH:60][cH:61][cH:62]1)[CH:63]=[CH:64][c:65]1[cH:66][cH:67][cH:68][cH:69][cH:70]1.[O:71]=[C:72]([CH:73]=[CH:74][c:75]1[cH:76][cH:77][cH:78][cH:79][cH:80]1)[CH:81]=[CH:82][c:83]1[cH:84][cH:85][cH:86][cH:87][cH:88]1.[O:89]=[C:90]([CH:91]=[CH:92][c:93]1[cH:94][cH:95][cH:96][cH:97][cH:98]1)[CH:99]=[CH:100][c:101]1[cH:102][cH:103][cH:104][cH:105][cH:106]1.[OH2:50].[Pd:51].[Pd:52]>>[c:2]1([C:40]#[N:41])[cH:3][n:4]([CH2:32][O:33][CH2:34][CH2:35][Si:36]([CH3:37])([CH3:38])[CH3:39])[c:5]2[n:6][cH:7][c:8](-[c:11]3[c:12]([NH:21][CH:22]4[CH2:23][N:24]([S:28](=[O:29])(=[O:30])[CH3:31])[CH2:25][CH2:26][CH2:27]4)[n:13][c:14]([S:17](=[O:18])(=[O:19])[CH3:20])[n:15][cH:16]3)[n:9][c:10]12. Starting materials: CC(=O)O, Cc1cc(Nc2nccc(C(F)(F)F)n2)cc(-c2cncs2)c1, CC(C)[N-]C(C)C, CC(C)(C)S(=O)N=C(C1CC1)C1CC1, [Li+], C1CCOC1. The product is Cc1cc(Nc2nccc(C(F)(F)F)n2)cc(-c2cnc(C(NS(=O)C(C)(C)C)(C3CC3)C3CC3)s2)c1. Reaction SMILES: [CH3:46][C:47](=[O:48])[OH:49].[CH3:9][c:10]1[cH:11][c:12]([NH:21][c:22]2[n:23][cH:24][cH:25][c:26]([C:28]([F:29])([F:30])[F:31])[n:27]2)[cH:13][c:14](-[c:16]2[cH:17][n:18][cH:19][s:20]2)[cH:15]1.[CH:1]([N-:2][CH:3]([CH3:4])[CH3:5])([CH3:6])[CH3:7].[CH:32]1([C:35](=[N:36][S:37](=[O:38])[C:39]([CH3:40])([CH3:41])[CH3:42])[CH:43]2[CH2:44][CH2:45]2)[CH2:33][CH2:34]1.[Li+:8].[O:50]1[CH2:51][CH2:52][CH2:53][CH2:54]1>>[CH3:9][c:10]1[cH:11][c:12]([NH:21][c:22]2[n:23][cH:24][cH:25][c:26]([C:28]([F:29])([F:30])[F:31])[n:27]2)[cH:13][c:14](-[c:16]2[cH:17][n:18][c:19]([C:35]([CH:32]3[CH2:33][CH2:34]3)([NH:36][S:37](=[O:38])[C:39]([CH3:40])([CH3:41])[CH3:42])[CH:43]3[CH2:44][CH2:45]3)[s:20]2)[cH:15]1. Product: C(#N)C=1C=CC2=C(SC3=C(C=C2)C=C(C=C3)O)C1 (3-Cyano-8-hydroxydibenzo[b,f]thiepine). Reported procedure: Suspend 50 mg. of the 3-cyano-8-aminodibenzo[b,f]thiepine from Example 18, Step 1, in 2 ml. of 10% sulfuric acid and cool to 3° C. Add dropwise 0.2 ml. of 10% aqueous sodium nitrite solution. Stir at 3° C. for 2 hours and allow to warm to 15° C. for 1 hour. Add the solution dropwise to 50 ml. of boiling 10% sulfuric acid and continue heating for 15 minutes. Dilute with cold water and filter. Wash the solids with water and dry to obtain the title product (m.p., 224°-227° C.). Reaction conditions: temperature 3 celsius, time 2 hour. Run in O (water). As a reaction SMILES: N[C:2]1[CH:3]=[CH:4][C:5]2[S:11][C:10]3[CH:12]=[C:13]([C:16]#[N:17])[CH:14]=[CH:15][C:9]=3[CH:8]=[CH:7][C:6]=2[CH:18]=1.S(=O)(=O)(O)[OH:20].N([O-])=O.[Na+]>O>[C:16]([C:13]1[CH:14]=[CH:15][C:9]2[CH:8]=[CH:7][C:6]3[CH:18]=[C:2]([OH:20])[CH:3]=[CH:4][C:5]=3[S:11][C:10]=2[CH:12]=1)#[N:17] |f:2.3|. Starting materials: NC=1C=CC2=C(C=CC3=C(S2)C=C(C=C3)C#N)C1 (8-Amino-3-cyanodibenzo[b,f]thiepin), S(O)(O)(=O)=O (sulfuric acid), S(O)(O)(=O)=O (sulfuric acid), N(=O)[O-].[Na+] (sodium nitrite).